This data is from the Open Reaction Database (ORD), a public repository of structured organic reaction records. The task is: describe an organic reaction: reactants, conditions, products, and yield Reactants: CC(C)(C)[SiH2]OC(C)(C)c1cccc2cccc(C=O)c12, CC(=O)O[BH-](OC(C)=O)OC(C)=O, CC(=O)O, ClCCCl, O=C1NCN(c2ccc(F)cc2)C12CCNCC2, [Na+]. The product is CC(C)(C)[SiH2]OC(C)(C)c1cccc2cccc(CN3CCC4(CC3)C(=O)NCN4c3ccc(F)cc3)c12. As a reaction SMILES: [C:19]([CH3:20])([CH3:21])([CH3:22])[SiH2:23][O:24][C:25]([c:26]1[cH:27][cH:28][cH:29][c:30]2[cH:31][cH:32][cH:33][c:34]([CH:36]=[O:37])[c:35]12)([CH3:38])[CH3:39].[C:44]([O:45][BH-:46]([O:47][C:48](=[O:49])[CH3:50])[O:51][C:52](=[O:53])[CH3:54])(=[O:55])[CH3:56].[CH3:40][C:41](=[O:42])[OH:43].[Cl:58][CH2:59][CH2:60][Cl:61].[F:1][c:2]1[cH:3][cH:4][c:5]([N:8]2[CH2:9][NH:10][C:11](=[O:18])[C:12]23[CH2:13][CH2:14][NH:15][CH2:16][CH2:17]3)[cH:6][cH:7]1.[Na+:57]>>[F:1][c:2]1[cH:3][cH:4][c:5]([N:8]2[CH2:9][NH:10][C:11](=[O:18])[C:12]23[CH2:13][CH2:14][N:15]([CH2:36][c:34]2[cH:33][cH:32][cH:31][c:30]4[cH:29][cH:28][cH:27][c:26]([C:25]([O:24][SiH2:23][C:19]([CH3:20])([CH3:21])[CH3:22])([CH3:38])[CH3:39])[c:35]42)[CH2:16][CH2:17]3)[cH:6][cH:7]1. The reactants are C(C)(C)(C)OC(NCC1=C(C=C(C=C1)O[Si](C1=CC=CC=C1)(C1=CC=CC=C1)C(C)(C)C)F)=O ([4-(t-butyl-diphenyl-silanyloxy)-2-fluoro-benzyl]-carbamic acid tert-butyl ester), [F-].C(CCC)[N+](CCCC)(CCCC)CCCC (tetrabutylammonium fluoride), solution. Run in C1CCOC1 (THF). Conditions: time 1 hour. Yields the product C(C)(C)(C)OC(NCC1=C(C=C(C=C1)O)F)=O ((2-Fluoro-4-hydroxy-benzyl)-carbamic Acid tert-Butyl Ester). Yield: 43.5%. Reaction SMILES: [C:1]([O:5][C:6](=[O:34])[NH:7][CH2:8][C:9]1[CH:14]=[CH:13][C:12]([O:15][Si](C(C)(C)C)(C2C=CC=CC=2)C2C=CC=CC=2)=[CH:11][C:10]=1[F:33])([CH3:4])([CH3:3])[CH3:2].[F-].C([N+](CCCC)(CCCC)CCCC)CCC>C1COCC1>[C:1]([O:5][C:6](=[O:34])[NH:7][CH2:8][C:9]1[CH:14]=[CH:13][C:12]([OH:15])=[CH:11][C:10]=1[F:33])([CH3:4])([CH3:2])[CH3:3] |f:1.2|. Procedure details: A solution of [4-(t-butyl-diphenyl-silanyloxy)-2-fluoro-benzyl]-carbamic acid tert-butyl ester (2.1 g, 4.38 mmol) in 5 mL of THF was treated with tetrabutylammonium fluoride (4.5 ml of a 1M solution) and stirred at ambient temperature for 1 hour. The reaction was concentrated in vacuo and purified by flash chromatography (chloroform-methanol, 5:1) to give 0.46 g of the phenol. Starting materials: C[Si](C)(C)c1onc(-c2cccnc2)c1Br, CCO, [NH4+], [OH-]. Yields the product Brc1conc1-c1cccnc1. As a reaction SMILES: [Br:1][c:2]1[c:3](-[c:11]2[cH:12][n:13][cH:14][cH:15][cH:16]2)[n:4][o:5][c:6]1[Si:7]([CH3:8])([CH3:9])[CH3:10].[CH3:19][CH2:20][OH:21].[NH4+:18].[OH-:17]>>[Br:1][c:2]1[c:3](-[c:11]2[cH:12][n:13][cH:14][cH:15][cH:16]2)[n:4][o:5][cH:6]1. Yields the product NC1=NN(C(C2=C1N(CCN2C)C)=O)C (8-amino-1,2,3,4-tetrahydro-1,4,6-trimethylpyrazino[2,3-d]pyridazin-5(6H)-one). The reactants are O (Water), CNCCNC (N,N'-dimethylethylenediamine), NC=1C(=C(C(N(N1)C)=O)Cl)Cl (6-amino-4,5-dichloro-2-methyl-3(2H)-pyridazinone), C(Cl)(Cl)Cl (chloroform). Reported procedure: Water (9 ml) and N,N'-dimethylethylenediamine (0.8 ml, 7.7 mmol) were added to 6-amino-4,5-dichloro-2-methyl-3(2H)-pyridazinone (500 mg, 2.6 mmol) as described in Chemical Pharmaceutical Bulletin, 30, 832 (1982), and the mixture was refluxed under heating for 3 hours. The reaction mixture was concentrated, added with chloroform, washed with water and brine and dried over anhydrous sodium sulfate. The solvent was distilled away and the residue obtained was subjected to silica gel column chromatog... Yield: 82.3%. RXN SMILES: O.[CH3:2][NH:3][CH2:4][CH2:5][NH:6][CH3:7].[NH2:8][C:9]1[C:10](Cl)=[C:11](Cl)[C:12](=[O:16])[N:13]([CH3:15])[N:14]=1.C(Cl)(Cl)Cl>CO>[NH2:8][C:9]1[C:10]2[N:3]([CH3:2])[CH2:4][CH2:5][N:6]([CH3:7])[C:11]=2[C:12](=[O:16])[N:13]([CH3:15])[N:14]=1. The solvent is CO (methanol). The reactants are O=Cc1cccc(OCC(=O)O)c1, C1COCCN1, C1COCCO1. Yields the product O=Cc1cccc(OCC(=O)N2CCOCC2)c1. Reaction SMILES: [C:1](=[O:2])([OH:3])[CH2:4][O:5][c:6]1[cH:7][c:8]([CH:9]=[O:10])[cH:11][cH:12][cH:13]1.[CH2:14]1[CH2:15][O:16][CH2:17][CH2:18][NH:19]1.[O:20]1[CH2:21][CH2:22][O:23][CH2:24][CH2:25]1>>[C:1](=[O:3])([CH2:4][O:5][c:6]1[cH:7][c:8]([CH:9]=[O:10])[cH:11][cH:12][cH:13]1)[N:19]1[CH2:14][CH2:15][O:16][CH2:17][CH2:18]1. The reactants are [BH4-], CC(=O)O, CO, [Na+], CCCCCC(O)C=CC1CCC(=O)C1CCC=CCCC(=O)O. The product is CCCCCC(O)C=CC1CCC(O)C1CCC=CCCC(=O)O. RXN SMILES: [BH4-:25].[CH3:27][C:28](=[O:29])[OH:30].[CH3:31][OH:32].[Na+:26].[OH:1][CH:2]([CH:3]=[CH:4][CH:5]1[CH:6]([CH2:11][CH2:12][CH:13]=[CH:14][CH2:15][CH2:16][C:17](=[O:18])[OH:19])[C:7](=[O:10])[CH2:8][CH2:9]1)[CH2:20][CH2:21][CH2:22][CH2:23][CH3:24]>>[OH:1][CH:2]([CH:3]=[CH:4][CH:5]1[CH:6]([CH2:11][CH2:12][CH:13]=[CH:14][CH2:15][CH2:16][C:17](=[O:18])[OH:19])[CH:7]([OH:10])[CH2:8][CH2:9]1)[CH2:20][CH2:21][CH2:22][CH2:23][CH3:24]. Starting materials: COC(=O)C(C)=O, CO, Nc1ccc(F)c(F)c1F, [H][H], [Mg+2], O=S(=O)([O-])[O-]. Product: COC(=O)C(C)Nc1ccc(F)c(F)c1F. RXN SMILES: [CH3:11][O:12][C:13](=[O:14])[C:15]([CH3:16])=[O:17].[CH3:26][OH:27].[F:1][c:2]1[c:3]([NH2:4])[cH:5][cH:6][c:7]([F:10])[c:8]1[F:9].[H:24][H:25].[Mg+2:18].[O-:19][S:20](=[O:21])(=[O:22])[O-:23]>>[F:1][c:2]1[c:3]([NH:4][CH:15]([C:13]([O:12][CH3:11])=[O:14])[CH3:16])[cH:5][cH:6][c:7]([F:10])[c:8]1[F:9].